Dataset: the Open Reaction Database (ORD), a public repository of structured organic reaction records. Task: describe an organic reaction: reactants, conditions, products, and yield The reactants are BrC1=CC(=NC=C1)C (4-bromo-2-methylpyridine), CC1=CC=C(C(=O)OC)C=C1 (methyl 4-methylbenzoate), C[Si](N[Si](C)(C)C)(C)C.[Li] (lithium hexamethyldisilazane). Solvent: C1CCCCC1 (cyclohexane), C(C)(=O)OCC (ethyl acetate), C(C)(=O)OCC (ethyl acetate), O (water), O1CCCC1 (tetrahydrofuran), O (water). Run at temperature 5 celsius, time 2 hour. Yields the product BrC1=CC(=NC=C1)CC(=O)C1=CC=C(C=C1)C (2-(4-Bromopyridin-2-yl)-1-(p-tolyl)ethanone). Isolated yield 61.1%. Reaction SMILES: [Br:1][C:2]1[CH:7]=[CH:6][N:5]=[C:4]([CH3:8])[CH:3]=1.[CH3:9][C:10]1[CH:19]=[CH:18][C:13]([C:14](OC)=[O:15])=[CH:12][CH:11]=1.C[Si](C)(C)N[Si](C)(C)C.[Li]>O1CCCC1.C(OCC)(=O)C.O.C1CCCCC1>[Br:1][C:2]1[CH:7]=[CH:6][N:5]=[C:4]([CH2:8][C:14]([C:13]2[CH:18]=[CH:19][C:10]([CH3:9])=[CH:11][CH:12]=2)=[O:15])[CH:3]=1 |f:2.3,^1:28|. Reported procedure: 1 g (5.81 mmol) of 4-bromo-2-methylpyridine and 1.75 g (11.60 mmol) of methyl 4-methylbenzoate are placed in a round-bottomed flask and dissolved in 30 ml of anhydrous tetrahydrofuran under a stream of nitrogen. The solution is cooled to 5° C. and 14 ml (14 mmol) of a lithium hexamethyldisilazane solution (1M in tetrahydrofuran) are added dropwise. After addition, the mixture is stirred at ambient temperature for 2 h 30 and then cooled to 5° C., before gradually adding 20 ml of water. The medium... Starting materials: CC(C(C(=O)C1N(NCCC1)CC1=CC=CC=C1)=O)(CC)C (3,3-dimethyl-1-[2-benzylperhydropyridazinyl] pentane-1,2-dione). The reagents and catalysts are [Pd] (Pd/C). Solvent: CCO (EtOH). Yields the product CC(C(C(=O)C1NNCCC1)=O)(CC)C (3,3-dimethyl-1-perhydropyridazinyl-pentane-1,2-dione). Reaction SMILES: [CH3:1][C:2]([CH3:22])([CH2:20][CH3:21])[C:3](=[O:19])[C:4]([CH:6]1[CH2:11][CH2:10][CH2:9][NH:8][N:7]1CC1C=CC=CC=1)=[O:5]>CCO.[Pd]>[CH3:1][C:2]([CH3:22])([CH2:20][CH3:21])[C:3](=[O:19])[C:4]([CH:6]1[CH2:11][CH2:10][CH2:9][NH:8][NH:7]1)=[O:5]. Procedure details: 1 g 10% Pd/C was added to a solution of 3,3-dimethyl-1-[2-benzylperhydropyridazinyl] pentane-1,2-dione (7.0 g, 20.2 mmol) in 70 ml EtOH. The mixture was under hydrogenation at room pressure (1 atm) overnight. The product was obtained as white solid after filtering Pd catalyst and concentration (3.8 g, 89%). 1H NMR (CDCl3, 400 MHz): δ 0.88 (t, 3H, J=7.0); 1.19 (s, 6H); 1.65 (m, 4H); 1.79 (m, 2H); 2.85 (m, 2H); 3.42 (m, 1H); 3.56 (m, 1H). Starting materials: C(C)(=O)N1CCCC2=CC(=C(C=C12)CCN1CCC2(OCCO2)CC1)OC (1-acetyl-7-(2-(1,4-dioxa-8-azaspiro[4.5]decan-8-yl)ethyl)-6-methoxy-1,2,3,4-tetrahydroquinoline), C([O-])(O)=O.[Na+] (sodium bicarbonate). Run in Cl.O1CCCC1 (hydrochloric acid tetrahydrofuran). Run at temperature 70 celsius, time 10 hour. Yields the product C(C)(=O)N1CCCC2=CC(=C(C=C12)CCN1CCC(CC1)=O)OC (1-(2-(1-acetyl-6-methoxy-1,2,3,4-tetrahydroquinolin-7-yl)ethyl)piperidin-4-one). Isolated yield 88.8%. As a reaction SMILES: [C:1]([N:4]1[C:13]2[C:8](=[CH:9][C:10]([O:26][CH3:27])=[C:11]([CH2:14][CH2:15][N:16]3[CH2:25][CH2:24][C:19]4(OCC[O:20]4)[CH2:18][CH2:17]3)[CH:12]=2)[CH2:7][CH2:6][CH2:5]1)(=[O:3])[CH3:2].C(=O)(O)[O-].[Na+]>Cl.O1CCCC1>[C:1]([N:4]1[C:13]2[C:8](=[CH:9][C:10]([O:26][CH3:27])=[C:11]([CH2:14][CH2:15][N:16]3[CH2:17][CH2:18][C:19](=[O:20])[CH2:24][CH2:25]3)[CH:12]=2)[CH2:7][CH2:6][CH2:5]1)(=[O:3])[CH3:2] |f:1.2,3.4|. Reported procedure: 162 mg of 1-acetyl-7-(2-(1,4-dioxa-8-azaspiro[4.5]decan-8-yl)ethyl)-6-methoxy-1,2,3,4-tetrahydroquinoline was dissolved in 6 ml of 2 N hydrochloric acid-tetrahydrofuran (1:1), and the reaction solution was then stirred at 70° C. for 10 hours. The reaction solution was cooled to a room temperature, and a saturated sodium bicarbonate aqueous solution was added to the reaction solution, followed by extraction with methylene chloride. The extract was dried over magnesium sulfate and then concentrate... Reactants: [Sn](Cl)Cl (tin(II) chloride), BrC=1C=CC(=C(C1)S(=O)(=O)NC1=C(C=C(C=C1)F)[N+](=O)[O-])OC (5-bromo-N-(4-fluoro-2-nitrophenyl)-2-methoxybenzenesulfonamide), [OH-].[Na+] (NaOH). The solvent is CCO (EtOH). The product is BrC=1C=CC(=C(C1)S(=O)(=O)NC1=C(C=C(C=C1)F)N)OC (5-bromo-N-(4-fluoro-2-aminophenyl)-2-methoxybenzenesulfonamide). The yield is 61.3%. RXN SMILES: [Br:1][C:2]1[CH:3]=[CH:4][C:5]([O:22][CH3:23])=[C:6]([S:8]([NH:11][C:12]2[CH:17]=[CH:16][C:15]([F:18])=[CH:14][C:13]=2[N+:19]([O-])=O)(=[O:10])=[O:9])[CH:7]=1.[Sn](Cl)Cl.[OH-].[Na+]>CCO>[Br:1][C:2]1[CH:3]=[CH:4][C:5]([O:22][CH3:23])=[C:6]([S:8]([NH:11][C:12]2[CH:17]=[CH:16][C:15]([F:18])=[CH:14][C:13]=2[NH2:19])(=[O:10])=[O:9])[CH:7]=1 |f:2.3|. Procedure: The nitro intermediate (0.5 mmol) above was dissolved in EtOH (10 mL) and was treated with tin(II) chloride (2.5 mmol). The reaction mixture was heated to reflux for 12 h. The contents were cooled to RT and treated with 1 M aqueous NaOH until the pH of the reaction mixture was between 8-9 which resulted in formation of a precipate. The precipitate was then filtered, washed with methanol (10 mL) and DCM (10 mL). The combined filtrate was concentrated in vacuo and the residue obtained was purified...